This data is from the Open Reaction Database (ORD), a public repository of structured organic reaction records. The task is: describe an organic reaction: reactants, conditions, products, and yield Starting materials: C(C)C=1C=C(C#N)C=CC1I (3-Ethyl-4-iodobenzonitrile), C1(=CCCCC1)B(O)O (1-cyclohexen-1-ylboronic acid), C[O-].[Na+] (sodium methoxide). The reagents and catalysts are C1=CC=C(C=C1)P(C2=CC=CC=C2)C3=CC=CC=C3.C1=CC=C(C=C1)P(C2=CC=CC=C2)C3=CC=CC=C3.Cl[Pd]Cl (bis(triphenylphosphine)palladium (II) chloride). The solvent is CO (methanol). Reaction conditions: temperature 80 celsius. Product: C1(=CCCCC1)C1=C(C=C(C#N)C=C1)CC (4-(1-Cyclohexen-1-yl)-3-ethylbenzonitrile). The yield is 81.5%. As a reaction SMILES: [CH2:1]([C:3]1[CH:4]=[C:5]([CH:8]=[CH:9][C:10]=1I)[C:6]#[N:7])[CH3:2].[C:12]1(B(O)O)[CH2:17][CH2:16][CH2:15][CH2:14][CH:13]=1.C[O-].[Na+]>CO.C1C=CC(P(C2C=CC=CC=2)C2C=CC=CC=2)=CC=1.C1C=CC(P(C2C=CC=CC=2)C2C=CC=CC=2)=CC=1.Cl[Pd]Cl>[C:12]1([C:10]2[CH:9]=[CH:8][C:5]([C:6]#[N:7])=[CH:4][C:3]=2[CH2:1][CH3:2])[CH2:17][CH2:16][CH2:15][CH2:14][CH:13]=1 |f:2.3,5.6.7|. Reported procedure: A mixture of 3-ethyl-4-iodobenzonitrile (D16) (1.23 g, 4.80 mmol), 1-cyclohexen-1-ylboronic acid (907 mg, 7.20 mmol), sodium methoxide (778 mg, 14.4 mmol) and bis(triphenylphosphine)palladium (II) chloride (337 mg, 0.48 mmol) in anhydrous methanol (12 mL) was heated at 80° C. for 10 minutes in the microwave. The reaction mixture was partitioned between ethyl acetate (40 mL) and water (40 mL) before the organic layer was further washed with water (40 mL), dried (phase separator) and concentrated ... Reactants: C, CCOC(=O)c1cc2c(OCc3ccccc3)cccc2n1CC(C)C, [Pd]. The product is CCOC(=O)c1cc2c(O)cccc2n1CC(C)C. RXN SMILES: [C:27].[CH2:1]([c:2]1[cH:3][cH:4][cH:5][cH:6][cH:7]1)[O:8][c:9]1[c:10]2[cH:11][c:12]([C:22](=[O:23])[O:24][CH2:25][CH3:26])[n:13]([CH2:18][CH:19]([CH3:20])[CH3:21])[c:14]2[cH:15][cH:16][cH:17]1.[Pd:28]>>[OH:8][c:9]1[c:10]2[cH:11][c:12]([C:22](=[O:23])[O:24][CH2:25][CH3:26])[n:13]([CH2:18][CH:19]([CH3:20])[CH3:21])[c:14]2[cH:15][cH:16][cH:17]1. Reactants: NC(=O)CC(NC(=O)c1ccc2ccccc2n1)C(=O)NOC(=O)NC(Cc1ccccc1)C(O)CNOC1CCCC1, CO, CCN(C(C)C)C(C)C, COC(=O)Nc1nc2cc(S(=O)(=O)Cl)ccc2[nH]1, C1CCOC1. The product is COC(=O)Nc1nc2cc(S(=O)(=O)N(CC(O)C(Cc3ccccc3)NC(=O)ONC(=O)C(CC(N)=O)NC(=O)c3ccc4ccccc4n3)OC3CCCC3)ccc2[nH]1. As a reaction SMILES: [CH2:1]([c:2]1[cH:3][cH:4][cH:5][cH:6][cH:7]1)[CH:8]([CH:9]([CH2:10][NH:11][O:12][CH:13]1[CH2:14][CH2:15][CH2:16][CH2:17]1)[OH:18])[NH:19][C:20]([O:21][NH:22][C:23]([CH:24]([CH2:25][C:26](=[O:27])[NH2:28])[NH:29][C:30](=[O:31])[c:32]1[n:33][c:34]2[cH:35][cH:36][cH:37][cH:38][c:39]2[cH:40][cH:41]1)=[O:42])=[O:43].[CH3:76][OH:77].[CH:62]([N:63]([CH:64]([CH3:65])[CH3:66])[CH2:67][CH3:68])([CH3:69])[CH3:70].[Cl:44][S:45](=[O:46])(=[O:47])[c:48]1[cH:49][c:50]2[c:51]([nH:52][c:53]([NH:55][C:56]([O:57][CH3:58])=[O:59])[n:54]2)[cH:60][cH:61]1.[O:71]1[CH2:72][CH2:73][CH2:74][CH2:75]1>>[CH2:1]([c:2]1[cH:3][cH:4][cH:5][cH:6][cH:7]1)[CH:8]([CH:9]([CH2:10][N:11]([O:12][CH:13]1[CH2:14][CH2:15][CH2:16][CH2:17]1)[S:45](=[O:46])(=[O:47])[c:48]1[cH:49][c:50]2[c:51]([nH:52][c:53]([NH:55][C:56]([O:57][CH3:58])=[O:59])[n:54]2)[cH:60][cH:61]1)[OH:18])[NH:19][C:20]([O:21][NH:22][C:23]([CH:24]([CH2:25][C:26](=[O:27])[NH2:28])[NH:29][C:30](=[O:31])[c:32]1[n:33][c:34]2[cH:35][cH:36][cH:37][cH:38][c:39]2[cH:40][cH:41]1)=[O:42])=[O:43].